This data is from the Open Reaction Database (ORD), a public repository of structured organic reaction records. The task is: describe an organic reaction: reactants, conditions, products, and yield The reactants are N(=NC(=O)OC(C)C)C(=O)OC(C)C (diisopropyl azodicarboxylate), C(C=C)OC(CCCO)C (4-(2-propenyloxy)pentanol), ClC1=C(C(=CC(=C1)OCC=C(Cl)Cl)Cl)O (2,6-dichloro-4-(3,3-dichloro-2-propenyloxy)phenol), C1(=CC=CC=C1)P(C1=CC=CC=C1)C1=CC=CC=C1 (triphenylphosphine). Run in O1CCCC1 (tetrahydrofuran). The product is ClC=1C=C(C=C(C1OCCCCCOCC=C)Cl)OCC=C(Cl)Cl (3,5-dichloro-1-(3,3-dichloro-2-propenyloxy)-4-(5-(2-propenyloxy)pentyloxy)benzene). Yield: 87.7%. Reaction SMILES: [CH2:1]([O:4][CH:5](C)[CH2:6][CH2:7][CH2:8]O)[CH:2]=[CH2:3].[Cl:11][C:12]1[CH:17]=[C:16]([O:18][CH2:19][CH:20]=[C:21]([Cl:23])[Cl:22])[CH:15]=[C:14]([Cl:24])[C:13]=1[OH:25].[C:26]1(P(C2C=CC=CC=2)C2C=CC=CC=2)C=CC=CC=1.N(C(OC(C)C)=O)=NC(OC(C)C)=O>O1CCCC1>[Cl:11][C:12]1[CH:17]=[C:16]([O:18][CH2:19][CH:20]=[C:21]([Cl:23])[Cl:22])[CH:15]=[C:14]([Cl:24])[C:13]=1[O:25][CH2:26][CH2:8][CH2:7][CH2:6][CH2:5][O:4][CH2:1][CH:2]=[CH2:3]. Procedure details: To a mixture of 0.22 g of 4-(2-propenyloxy)pentanol, 0.43 g of 2,6-dichloro-4-(3,3-dichloro-2-propenyloxy)phenol, 0.39 g of triphenylphosphine and 15 ml of tetrahydrofuran was slowly added dropwise 0.30 g of diisopropyl azodicarboxylate with stirring under ice cooling. After stirring at room temperature for 24 hours, the reaction mixture was concentrated. The residue was subjected to silica gel chromatography, which afforded 0.54 g of 3,5-dichloro-1-(3,3-dichloro-2-propenyloxy)-4-(5-(2-propenylo... Starting materials: BrC1=CN(C=C1)C1=NC=CC=C1 (2-(3-Bromo-1H-pyrrol-1-yl)pyridine), COC=1C=C(C=CC1)B(O)O (3-methoxyphenylboronic acid), C([O-])([O-])=O.[K+].[K+] (potassium carbonate), COC=1C=C(C=CC1)B(O)O (3-methoxyphenylboronic acid), CCOC(=O)C (EtOAc). The reagents and catalysts are C=1C=CC(=CC1)[P](C=2C=CC=CC2)(C=3C=CC=CC3)[Pd]([P](C=4C=CC=CC4)(C=5C=CC=CC5)C=6C=CC=CC6)([P](C=7C=CC=CC7)(C=8C=CC=CC8)C=9C=CC=CC9)[P](C=1C=CC=CC1)(C=1C=CC=CC1)C=1C=CC=CC1 (Pd(PPh3)4). The solvent is COCCOC (DME), O (H2O), O (H2O). Run at temperature 84 celsius. Yields the product COC=1C=C(C=CC1)C1=CN(C=C1)C1=NC=CC=C1 (2-[3-(3-methoxyphenyl)-1H-pyrrol-1-yl]pyridine). Reaction SMILES: Br[C:2]1[CH:6]=[CH:5][N:4]([C:7]2[CH:12]=[CH:11][CH:10]=[CH:9][N:8]=2)[CH:3]=1.[CH3:13][O:14][C:15]1[CH:16]=[C:17](B(O)O)[CH:18]=[CH:19][CH:20]=1.C(=O)([O-])[O-].[K+].[K+].CCOC(C)=O>COCCOC.O.C1C=CC([P]([Pd]([P](C2C=CC=CC=2)(C2C=CC=CC=2)C2C=CC=CC=2)([P](C2C=CC=CC=2)(C2C=CC=CC=2)C2C=CC=CC=2)[P](C2C=CC=CC=2)(C2C=CC=CC=2)C2C=CC=CC=2)(C2C=CC=CC=2)C2C=CC=CC=2)=CC=1>[CH3:13][O:14][C:15]1[CH:20]=[C:19]([C:2]2[CH:6]=[CH:5][N:4]([C:7]3[CH:12]=[CH:11][CH:10]=[CH:9][N:8]=3)[CH:3]=2)[CH:18]=[CH:17][CH:16]=1 |f:2.3.4,^1:46,48,67,86|. Procedure: 2-(3-Bromo-1H-pyrrol-1-yl)pyridine (1.34 g, 2 mmol), 3-methoxyphenylboronic acid (0.61 g, 4 mmol), Pd(PPh3)4 (116 mg, 0.1 mmol) and potassium carbonate (560 mg, 4 mmol) were dissolved in a mixture of DME (18 mL) and H2O (2 mL) and degassed for 15 min with Ar (g). The reaction mixture was then heated at 84° C. for 18 h. At this time, a further 0.25 eq. of 3-methoxyphenylboronic acid (0.15 g, 1 mmol) was added and heating was continued. After a total of 42 h, the reaction mixture was cooled to rt,... The reactants are C(C)(C)(C)C1=C(C(=CC(=C1)C)C(C)(C)C)O (2,6-di-t-butyl 4-methyl phenol), C(CCC)[Li] (n-butyl lithium), monocyclopentadienyl titanium chloride(CpTiCl3). Run in C1(=CC=CC=C1)C (toluene). The product is C(C)(C)(C)C1=C(O[Li])C(=CC(=C1)C)C(C)(C)C (2,6-di-t-butyl 4-methyl phenoxy lithium). Isolated yield 95.0%. As a reaction SMILES: [C:1]([C:5]1[CH:10]=[C:9]([CH3:11])[CH:8]=[C:7]([C:12]([CH3:15])([CH3:14])[CH3:13])[C:6]=1[OH:16])([CH3:4])([CH3:3])[CH3:2].C([Li:21])CCC>C1(C)C=CC=CC=1>[C:12]([C:7]1[CH:8]=[C:9]([CH3:11])[CH:10]=[C:5]([C:1]([CH3:4])([CH3:3])[CH3:2])[C:6]=1[O:16][Li:21])([CH3:15])([CH3:14])[CH3:13]. Reported procedure: Both 10 mmol (2.2 g) of monocyclopentadienyl titanium chloride(CpTiCl3) and 100 ml of toluene were added to a 200 ml Schlenk reactor in the inert atmosphere. Then, 10 mmol of 2,6-di-t-butyl 4-methyl phenoxy lithium, so obtained from the reaction between 2,6-di-t-butyl 4-methyl phenol and n-butyl lithium, was slowly added to the mixture. The reactional solution was stirred at room temperature and stood for 1 hour. After 1 hour, some portions of the mixture we collected ad were analyzed by 1H-NMR ... The reactants are N#Cc1ccncc1, CO, O, O=S(=O)(O)O. The product is N#Cc1ccnc(CO)c1. As a reaction SMILES: [C:1](#[N:2])[c:3]1[cH:4][cH:5][n:6][cH:7][cH:8]1.[CH3:15][OH:16].[OH2:14].[S:9](=[O:10])(=[O:11])([OH:12])[OH:13]>>[C:1](#[N:2])[c:3]1[cH:4][c:5]([CH2:15][OH:14])[n:6][cH:7][cH:8]1.